Task: describe an organic reaction: reactants, conditions, products, and yield. Dataset: the Open Reaction Database (ORD), a public repository of structured organic reaction records Reactants: OC1=C(C=O)C=C(C=C1Br)C(C)(C)C (2-hydroxy-3-bromo-5-(1,1-dimethylethyl)benzaldehyde), Cl.NO (hydroxylamine hydrochloride), C([O-])(O)=O.[Na+] (Sodium bicarbonate). The solvent is O (water), C(C)O (ethanol), O (water), O1CCCC1 (tetrahydrofuran). Conditions: time 1 hour. Yields the product OC1=C(C=NO)C=C(C=C1Br)C(C)(C)C (2-hydroxy-3-bromo-5-(1,1-dimethylethyl)benzaldehyde oxime). Yield: 97.0%. RXN SMILES: [OH:1][C:2]1[C:9]([Br:10])=[CH:8][C:7]([C:11]([CH3:14])([CH3:13])[CH3:12])=[CH:6][C:3]=1[CH:4]=O.Cl.[NH2:16][OH:17].C(=O)(O)[O-].[Na+]>C(O)C.O.O1CCCC1>[OH:1][C:2]1[C:9]([Br:10])=[CH:8][C:7]([C:11]([CH3:14])([CH3:13])[CH3:12])=[CH:6][C:3]=1[CH:4]=[N:16][OH:17] |f:1.2,3.4|. Reported procedure: A mixture of 12.86 g (50.0 mmol) of 2-hydroxy-3-bromo-5-(1,1-dimethylethyl)benzaldehyde and 3.82 g (55.0 mmol) of hydroxylamine hydrochloride in 30 ml of ethanol, 30 ml of water and 30 ml of tetrahydrofuran was cooled in an ice-water bath. Sodium bicarbonate (5.04 g, 60.0 mmol) was added in small portions over 15 minutes. After stirring for 1 hour at ambient temperature, water (200 mmol) was added and the solid was filtered and dried. There was obtained 13.2 g (48.5 mmol, 97%) of 2-hydroxy-3-bro... Starting materials: c1ccc(COc2ccc3[nH]ccc3c2)cc1, CNC(=O)Oc1ccccc1, CN(C)C=O, [H-], [Na+], O. The product is CNC(=O)n1ccc2cc(OCc3ccccc3)ccc21. Reaction SMILES: [CH2:3]([c:4]1[cH:5][cH:6][cH:7][cH:8][cH:9]1)[O:10][c:11]1[cH:12][c:13]2[cH:14][cH:15][nH:16][c:17]2[cH:18][cH:19]1.[CH3:20][NH:21][C:22]([O:23][c:25]1[cH:26][cH:27][cH:28][cH:29][cH:30]1)=[O:24].[CH3:32][N:33]([CH3:34])[CH:35]=[O:36].[H-:1].[Na+:2].[OH2:31]>>[CH2:3]([c:4]1[cH:5][cH:6][cH:7][cH:8][cH:9]1)[O:10][c:11]1[cH:12][c:13]2[cH:14][cH:15][n:16]([C:22]([NH:21][CH3:20])=[O:23])[c:17]2[cH:18][cH:19]1. Reactants: CN(C)C(=[N+](C)C)ON1C2=C(C=CC=C2)N=N1.[B-](F)(F)(F)F (TBTU), ClC=1C(=C(C(=O)O)C=CC1)C (3-chloro-2-methylbenzoic acid), CCN(C(C)C)C(C)C (DIPEA), NN (hydrazine), C1CCOC1 (THF). Run in CN(C)C=O (DMF), C(Cl)Cl (DCM). Run at time 15 minute. Product: ClC=1C(=C(C(=O)NN)C=CC1)C (3-Chloro-2-methyl-benzoic acid hydrazide). Reaction SMILES: CN(C(O[N:9]1[N:17]=NC2C=CC=CC1=2)=[N+](C)C)C.[B-](F)(F)(F)F.[Cl:23][C:24]1[C:25]([CH3:33])=[C:26]([CH:30]=[CH:31][CH:32]=1)[C:27](O)=[O:28].CCN(C(C)C)C(C)C.NN.C1COCC1>CN(C=O)C.C(Cl)Cl>[Cl:23][C:24]1[C:25]([CH3:33])=[C:26]([CH:30]=[CH:31][CH:32]=1)[C:27]([NH:9][NH2:17])=[O:28] |f:0.1|. Procedure details: TBTU (678 mg, 2.11 mmol) was added to a rt solution of 3-chloro-2-methylbenzoic acid (300 mg, 1.76 mmol) and DIPEA (0.9 mL, 5.28 mmol) in DMF (5.0 mL) and the resulting solution was stirred at rt for 15 min. The mixture was cooled to 0° C. and 1M hydrazine in THF (10.6 mL, 10.6 mmol) was added and the yellow solution was stirred at rt overnight. The rxn mixture was diluted with DCM and washed with sat. aq. NaHCO3. The aq. layer was re-extracted with DCM (1×) and the combined org. layers were con... Starting materials: OC1=C(C=C(C=O)C=C1)OC (4-hydroxy-3-methoxybenzaldehyde), COC1=CC=C(CCl)C=C1 (4-methoxybenzyl chloride), C([O-])([O-])=O.[K+].[K+] (potassium carbonate). The solvent is CN(C=O)C (N,N-dimethylformamide). Product: COC=1C=C(C=O)C=CC1OCC1=CC=C(C=C1)OC (3-Methoxy-4-[(4-methoxybenzyl)oxy]benzaldehyde). Isolated yield 84.6%. RXN SMILES: [OH:1][C:2]1[CH:9]=[CH:8][C:5]([CH:6]=[O:7])=[CH:4][C:3]=1[O:10][CH3:11].[CH3:12][O:13][C:14]1[CH:21]=[CH:20][C:17]([CH2:18]Cl)=[CH:16][CH:15]=1.C(=O)([O-])[O-].[K+].[K+]>CN(C)C=O>[CH3:11][O:10][C:3]1[CH:4]=[C:5]([CH:8]=[CH:9][C:2]=1[O:1][CH2:18][C:17]1[CH:20]=[CH:21][C:14]([O:13][CH3:12])=[CH:15][CH:16]=1)[CH:6]=[O:7] |f:2.3.4|. Procedure: A mixture of 4-hydroxy-3-methoxybenzaldehyde (22.6 g, 149 mmol), 4-methoxybenzyl chloride (23.3 g, 149 mmol) and potassium carbonate (30.8 g, 223 mmol) was stirred in N,N-dimethylformamide (DMF) (150 mL) at 90 C for 2 hours. The solution was filtered hot, and cooled to room temperature. The filtrate was concentrated and dissolved ethyl acetate (300 mL) and extracted with aqueous sodium bicarbonate and water. The organics were dried with magnesium sulfate, filtered and concentrated. The crude pro... Starting materials: C[Si](C)(C)[N-][Si](C)(C)C.[K+] (Potassium bis(trimethylsilyl)amide), solution, ClC1=NC=NC2=CC(=C(C=C12)OC)OC (4-chloro-6,7-dimethoxyquinazoline), CN1C(CC2=CC=CC=C12)=O (1-methyloxindole). Solvent: C1(=CC=CC=C1)C (toluene), C1CCOC1 (THF). Run at time 30 minute. Product: COC=1C=C2C(=NC=NC2=CC1OC)C1C(N(C2=CC=CC=C12)C)=O (6,7-dimethoxy-4-(1-methyloxindol-3-yl)quinazoline). Isolated yield 20.5%. As a reaction SMILES: C[Si]([N-][Si](C)(C)C)(C)C.[K+].Cl[C:12]1[C:21]2[C:16](=[CH:17][C:18]([O:24][CH3:25])=[C:19]([O:22][CH3:23])[CH:20]=2)[N:15]=[CH:14][N:13]=1.[CH3:26][N:27]1[C:35]2[C:30](=[CH:31][CH:32]=[CH:33][CH:34]=2)[CH2:29][C:28]1=[O:36]>C1(C)C=CC=CC=1.C1COCC1>[CH3:23][O:22][C:19]1[CH:20]=[C:21]2[C:16](=[CH:17][C:18]=1[O:24][CH3:25])[N:15]=[CH:14][N:13]=[C:12]2[CH:29]1[C:30]2[C:35](=[CH:34][CH:33]=[CH:32][CH:31]=2)[N:27]([CH3:26])[C:28]1=[O:36] |f:0.1|. Reported procedure: Potassium bis(trimethylsilyl)amide (5 ml of a 0.5M solution in toluene, 2.5 mmol) was rapidly added at ambient temperature to a solution of 4-chloro-6,7-dimethoxyquinazoline (337 mg, 1.5 mmol) and 1-methyloxindole (368 mg, 2.5 mmol), (prepared according to the method described in J. Am. Chem. Soc 1945, 67, 1656), in THF (30ml). After 30 minutes, the precipitate was collected by filtration and washed with ether. A second precipitate was isolated from the filtrate. The two solids were mixed and pu... Reactants: FC1=C(C=CC(=C1)F)[C@]([C@@H](C)S[C@H]1CO[C@@H](OC1)/C=C/C=C/C1=C(C=C(C#N)C=C1)F)(CN1N=CN=C1)O (4-[(1E,3E)-4-[trans-5-[[(1R,2R)-2-(2,4-difluorophenyl)-2-hydroxy-1-methyl-3-(1H-1,2,4-triazol-1-yl)propyl]thio]-1,3-dioxan-2-yl]-1,3-butadienyl]-3-fluorobenzonitrile), P(=O)([O-])([O-])[O-] (phosphate), [H-].[Na+] (sodium hydride), C(C=C)OP(=O)(OCC=C)OCC1=C(SC=C1)C(=O)Cl (3-[[bis(allyloxy)phosphoryl]oxymethyl]-2-thenoyl chloride). Solvent: COCCOC (1,2-dimethoxyethane), COCCOC (1,2-dimethoxyethane). Conditions: temperature 0 celsius, time 3 hour. Product: C(C=C)OP(=O)(OCC=C)OCC1=C(SC=C1)C(=O)O[C@@]([C@@H](C)S[C@H]1CO[C@@H](OC1)\C=C\C=C\C1=C(C=C(C=C1)C#N)F)(CN1N=CN=C1)C1=C(C=C(C=C1)F)F ((1R,2R)-2-[[trans-2-[(1E,3E)-4-(4-Cyano-2-fluorophenyl)-1,3-butadienyl]-1,3-dioxan-5-yl]thio]-1-(2,4-difluorophenyl)-1-[(1H-1,2,4-triazol-1-yl)methyl]propyl 3-[[bis(allyloxy)phosphoryl]oxymethyl]-2-thenoate). The yield is 48.0%. Reaction SMILES: [F:1][C:2]1[CH:7]=[C:6]([F:8])[CH:5]=[CH:4][C:3]=1[C@@:9]([OH:38])([CH2:32][N:33]1[CH:37]=[N:36][CH:35]=[N:34]1)[C@H:10]([S:12][C@@H:13]1[CH2:18][O:17][C@@H:16](/[CH:19]=[CH:20]/[CH:21]=[CH:22]/[C:23]2[CH:30]=[CH:29][C:26]([C:27]#[N:28])=[CH:25][C:24]=2[F:31])[O:15][CH2:14]1)[CH3:11].[H-].[Na+].[CH2:41]([O:44][P:45]([O:51][CH2:52][C:53]1[CH:57]=[CH:56][S:55][C:54]=1[C:58](Cl)=[O:59])([O:47][CH2:48][CH:49]=[CH2:50])=[O:46])[CH:42]=[CH2:43].P([O-])([O-])([O-])=O>COCCOC>[CH2:48]([O:47][P:45]([O:51][CH2:52][C:53]1[CH:57]=[CH:56][S:55][C:54]=1[C:58]([O:38][C@:9]([C:3]1[CH:4]=[CH:5][C:6]([F:8])=[CH:7][C:2]=1[F:1])([CH2:32][N:33]1[CH:37]=[N:36][CH:35]=[N:34]1)[C@H:10]([S:12][C@@H:13]1[CH2:18][O:17][C@@H:16](/[CH:19]=[CH:20]/[CH:21]=[CH:22]/[C:23]2[CH:30]=[CH:29][C:26]([C:27]#[N:28])=[CH:25][C:24]=2[F:31])[O:15][CH2:14]1)[CH3:11])=[O:59])([O:44][CH2:41][CH:42]=[CH2:43])=[O:46])[CH:49]=[CH2:50] |f:1.2|. Procedure details: A solution of 4-[(1E,3E)-4-[trans-5-[[(1R,2R)-2-(2,4-difluorophenyl)-2-hydroxy-1-methyl-3-(1H-1,2,4-triazol-1-yl)propyl]thio]-1,3-dioxan-2-yl]-1,3-butadienyl]-3-fluorobenzonitrile (699.1 mg, 1.29 mmol) described in Reference example 1 in 1,2-dimethoxyethane (10 ml) was cooled to 0° C., and sodium hydride (55% dispersion in mineral oil; 67.5 mg, 1.55 mmol) was added thereto, and the resulting mixture was stirred at room temperature for 3 hours. To the mixture was added a solution of the crude 3-[... Reactants: Br (HBr), C1CC12CN(CCC2)C(=O)OCC2=CC=CC=C2 (benzyl 5-azaspiro[2.5]octane-5-carboxylate), C1CC12CN(CCC2)C(=O)OCC2=CC=CC=C2 (benzyl 5-azaspiro[2.5]octane-5-carboxylate). The solvent is CCCCCC (hexane). Run at temperature 25 celsius, time 3 hour. Yields the product Br.C1CC12CNCCC2 (5-azaspiro[2.5]octane hydrobromide). The yield is 84.9%. As a reaction SMILES: [BrH:1].[CH2:2]1[C:4]2([CH2:9][CH2:8][CH2:7][N:6](C(OCC3C=CC=CC=3)=O)[CH2:5]2)[CH2:3]1>CCCCCC>[BrH:1].[CH2:3]1[C:4]2([CH2:9][CH2:8][CH2:7][NH:6][CH2:5]2)[CH2:2]1 |f:3.4|. Procedure details: HBr (6.16 g, 4.13 ml, 30% solution in glacial acetic acid, 22.83 mmol) was added to a benzyl 5-azaspiro[2.5]octane-5-carboxylate (step 1 of intermediate 3, 2.8 g, 11.41 mmol) at 0° C. Reaction mixture was stirred at 25° C. for 3 hr. The progress of reaction was monitored by TLC. Reaction mixture was diluted with hexane (25 ml) and stirred for 15 min at 25° C. Organic layer was separated and solid was again stirred with diethyl ether (25 ml). Solvent layer was removed by decanting and solid was d...